Dataset: the Open Reaction Database (ORD), a public repository of structured organic reaction records. Task: describe an organic reaction: reactants, conditions, products, and yield Starting materials: NCCCCCCCC(=O)O (8-Aminooctanoic acid), ClC=1C=C(C=CC1Cl)S(=O)(=O)Cl (3,4-dichlorobenzenesulphonylchloride). Product: ClC=1C=C(C=CC1Cl)S(=O)(=O)NCCCCCCCC(=O)O (8-(3,4-Dichlorobenzenesulphonamido)octanoic Acid). RXN SMILES: [NH2:1][CH2:2][CH2:3][CH2:4][CH2:5][CH2:6][CH2:7][CH2:8][C:9]([OH:11])=[O:10].[Cl:12][C:13]1[CH:14]=[C:15]([S:20](Cl)(=[O:22])=[O:21])[CH:16]=[CH:17][C:18]=1[Cl:19]>>[Cl:12][C:13]1[CH:14]=[C:15]([S:20]([NH:1][CH2:2][CH2:3][CH2:4][CH2:5][CH2:6][CH2:7][CH2:8][C:9]([OH:11])=[O:10])(=[O:21])=[O:22])[CH:16]=[CH:17][C:18]=1[Cl:19]. Procedure: 8-Aminooctanoic acid (1.0 g, 0.006 mol) was treated with 3,4-dichlorobenzenesulphonylchloride (1.54 g, 0.006 mol), according to the method described in Example 4, to give the title compound which was recrystallised from 2-propanol/water (1.2 g, m.p. 115°-6° C.). Yields the product COc1ccc(Cn2nc(N3CCCN(C(=O)OC(C)(C)C)CC3)c3c(Oc4ccc(NC(=O)c5ccnn(-c6ccc(F)cc6)c5=O)cc4F)ccnc32)cc1. Reactants: CCN=C=NCCCN(C)C, CCN(C(C)C)C(C)C, COc1ccc(Cn2nc(N3CCCN(C(=O)OC(C)(C)C)CC3)c3c(Oc4ccc(N)cc4F)ccnc32)cc1, CS(C)=O, Cl, O=C(O)c1ccnn(-c2ccc(F)cc2)c1=O, On1nnc2ccccc21. As a reaction SMILES: [CH2:60]([N:61]=[C:62]=[N:63][CH2:64][CH2:65][CH2:66][N:67]([CH3:68])[CH3:69])[CH3:70].[CH2:81]([N:82]([CH:83]([CH3:84])[CH3:85])[CH:86]([CH3:87])[CH3:88])[CH3:89].[CH3:1][O:2][c:3]1[cH:4][cH:5][c:6]([CH2:7][n:8]2[n:9][c:10]([N:26]3[CH2:27][CH2:28][N:29]([C:33](=[O:34])[O:35][C:36]([CH3:37])([CH3:38])[CH3:39])[CH2:30][CH2:31][CH2:32]3)[c:11]3[c:12]2[n:13][cH:14][cH:15][c:16]3[O:17][c:18]2[c:19]([F:25])[cH:20][c:21]([NH2:24])[cH:22][cH:23]2)[cH:40][cH:41]1.[CH3:90][S:91]([CH3:92])=[O:93].[ClH:59].[F:42][c:43]1[cH:44][cH:45][c:46](-[n:49]2[n:50][cH:51][cH:52][c:53]([C:56](=[O:57])[OH:58])[c:54]2=[O:55])[cH:47][cH:48]1.[n:71]1([OH:72])[c:73]2[cH:74][cH:75][cH:76][cH:77][c:78]2[n:79][n:80]1>>[CH3:1][O:2][c:3]1[cH:4][cH:5][c:6]([CH2:7][n:8]2[n:9][c:10]([N:26]3[CH2:27][CH2:28][N:29]([C:33](=[O:34])[O:35][C:36]([CH3:37])([CH3:38])[CH3:39])[CH2:30][CH2:31][CH2:32]3)[c:11]3[c:12]2[n:13][cH:14][cH:15][c:16]3[O:17][c:18]2[c:19]([F:25])[cH:20][c:21]([NH:24][C:56]([c:53]3[cH:52][cH:51][n:50][n:49](-[c:46]4[cH:45][cH:44][c:43]([F:42])[cH:48][cH:47]4)[c:54]3=[O:55])=[O:57])[cH:22][cH:23]2)[cH:40][cH:41]1. Starting materials: O=C(CBr)OCc1ccccc1, CN1CCOCC1, COC(=O)C(N)C(C)C, Cl, C1COCCO1. Product: COC(=O)C(NCC(=O)OCc1ccccc1)C(C)C. RXN SMILES: [Br:11][CH2:12][C:13](=[O:14])[O:15][CH2:16][c:17]1[cH:18][cH:19][cH:20][cH:21][cH:22]1.[CH3:23][N:24]1[CH2:25][CH2:26][O:27][CH2:28][CH2:29]1.[CH3:2][O:3][C:4]([CH:5]([NH2:6])[CH:7]([CH3:8])[CH3:9])=[O:10].[ClH:1].[O:30]1[CH2:31][CH2:32][O:33][CH2:34][CH2:35]1>>[CH3:2][O:3][C:4]([CH:5]([NH:6][CH2:12][C:13](=[O:14])[O:15][CH2:16][c:17]1[cH:18][cH:19][cH:20][cH:21][cH:22]1)[CH:7]([CH3:8])[CH3:9])=[O:10]. Starting materials: C(C1=CC=CC=C1)(C1=CC=CC=C1)(C1=CC=CC=C1)NC=1SC=C(N1)/C(/C(=O)O)=N/OC1C(NCC1)=O ((Z)-2-(2-tritylaminothiazol-4-yl)-2-[((3RS)-2-pyrrolidon-3-yl)oxyimino]acetic acid), N[C@H]1[C@@H]2N(C(=C(CS2)CSC2=NN=NN2N)C(=O)O)C1=O (7β-amino-3-(1-amino-1H-tetrazol-5-yl)thiomethyl-3-cephem-4-carboxylic acid), ON1N=NC2=C1C=CC=C2 (1-hydroxybenzotriazole), C1(CCCCC1)N=C=NC1CCCCC1 (dicyclohexylcarbodiimide), ice water. Run in CN(C(C)=O)C (N,N-dimethylacetamide), O (water), C(C)N(CC)CC (triethylamine), C(C)(=O)OCC (ethyl acetate), O1CCCC1 (tetrahydrofuran). The product is NN1N=NN=C1SCC=1CS[C@H]2N(C1C(=O)O)C(C2)=O (3-(1-amino-1H-tetrazol-5-yl)thiomethyl-3-cephem-4-carboxylic acid). As a reaction SMILES: C(NC1SC=C(/C(=N/OC2CCNC2=O)/C(O)=O)N=1)(C1C=CC=CC=1)(C1C=CC=CC=1)C1C=CC=CC=1.ON1C2C=CC=CC=2N=N1.C1(N=C=NC2CCCCC2)CCCCC1.N[C@@H:64]1[C:82](=[O:83])[N:66]2[C:67]([C:79]([OH:81])=[O:80])=[C:68]([CH2:71][S:72][C:73]3[N:77]([NH2:78])[N:76]=[N:75][N:74]=3)[CH2:69][S:70][C@H:65]12>O1CCCC1.CN(C)C(=O)C.O.C(OCC)(=O)C.C(N(CC)CC)C>[NH2:78][N:77]1[C:73]([S:72][CH2:71][C:68]2[CH2:69][S:70][C@@H:65]3[CH2:64][C:82](=[O:83])[N:66]3[C:67]=2[C:79]([OH:81])=[O:80])=[N:74][N:75]=[N:76]1. Procedure details: 11.5 g of (Z)-2-(2-tritylaminothiazol-4-yl)-2-[((3RS)-2-pyrrolidon-3-yl)oxyimino]acetic acid are suspended in 150 ml of tetrahydrofuran, and 3.2 g of 1-hydroxybenzotriazole and 4.7 g of dicyclohexylcarbodiimide are added thereto under ice-cooling and stirring. The mixture is stirred at room temperature for 2 hours. The mixture is cooled with ice, and 4.9 g of 7β-amino-3-(1-amino-1H-tetrazol-5-yl)thiomethyl-3-cephem-4-carboxylic acid dissolved in a mixture of 50 ml of N,N-dimethylacetamide, 2 ml ... Reaction conditions: time 1 hour. Procedure: 2,5-Dibromopentanoyl bromide prepared as described in example 8a (15.9 g, 49.3 mmol) was added dropwise to a stirred solution of N,N'-bis[2-(acetyloxy)-1-[(acetyloxy)methyl]ethyl]-5-amino-2,4,6-triiodo-1,3-benzenedicarboxamide (33 g, 37.8 mmol) in dimethylacetamide (250 ml) at 0°. After the addition, the reaction mixture was stirred at 0° for 1 hour, and then at room temperature for 22 hours. The solution was then added slowly dropwise to a well stirred mixture of ice-water (2 L), when a white s... Reaction SMILES: [Br:1][CH:2]([CH2:6][CH2:7][CH2:8][Br:9])[C:3](Br)=[O:4].[C:10]([O:13][CH2:14][CH:15]([NH:21][C:22]([C:24]1[C:29]([I:30])=[C:28]([NH2:31])[C:27]([I:32])=[C:26]([C:33]([NH:35][CH:36]([CH2:42][O:43][C:44](=[O:46])[CH3:45])[CH2:37][O:38][C:39](=[O:41])[CH3:40])=[O:34])[C:25]=1[I:47])=[O:23])[CH2:16][O:17][C:18](=[O:20])[CH3:19])(=[O:12])[CH3:11]>CC(N(C)C)=O>[C:44]([O:43][CH2:42][CH:36]([NH:35][C:33]([C:26]1[C:27]([I:32])=[C:28]([NH:31][C:3](=[O:4])[CH:2]([Br:1])[CH2:6][CH2:7][CH2:8][Br:9])[C:29]([I:30])=[C:24]([C:22]([NH:21][CH:15]([CH2:16][O:17][C:18](=[O:20])[CH3:19])[CH2:14][O:13][C:10](=[O:12])[CH3:11])=[O:23])[C:25]=1[I:47])=[O:34])[CH2:37][O:38][C:39](=[O:41])[CH3:40])(=[O:46])[CH3:45]. The reactants are C(C)(=O)OCC(COC(C)=O)NC(=O)C1=C(C(=C(C(=C1I)N)I)C(=O)NC(COC(C)=O)COC(C)=O)I (N,N'-bis[2-(acetyloxy)-1-[(acetyloxy)methyl]ethyl]-5-amino-2,4,6-triiodo-1,3-benzenedicarboxamide), ice water, BrC(C(=O)Br)CCCBr (2,5-Dibromopentanoyl bromide), example 8a. The yield is 84.0%. Yields the product C(C)(=O)OCC(COC(C)=O)NC(=O)C1=C(C(=C(C(=C1I)NC(C(CCCBr)Br)=O)I)C(=O)NC(COC(C)=O)COC(C)=O)I (N,N'-bis[2-(acetyloxy)-1-[(acetyloxy)methyl]ethyl]-5-[(2,5-dibromo-1-oxopentyl)amino]-2,4,6-triiodo-1,3-benzenedicarboxamide), compound. Run in CC(=O)N(C)C (dimethylacetamide). The reactants are O=C([O-])O, CCOC(=O)C1CN(Cc2ccccc2)CCC1=O, Cc1ccccc1, [Na+], O, O, OCCO, Cc1ccc(S(=O)(=O)O)cc1. Product: CCOC(=O)C1CN(Cc2ccccc2)CCC12OCCO2. As a reaction SMILES: [C:36](=[O:37])([OH:38])[O-:39].[CH2:13]([c:14]1[cH:15][cH:16][cH:17][cH:18][cH:19]1)[N:20]1[CH2:21][CH:22]([C:27](=[O:28])[O:29][CH2:30][CH3:31])[C:23](=[O:26])[CH2:24][CH2:25]1.[CH3:41][c:42]1[cH:43][cH:44][cH:45][cH:46][cH:47]1.[Na+:40].[OH2:1].[OH2:48].[OH:32][CH2:33][CH2:34][OH:35].[c:2]1([CH3:3])[cH:4][cH:5][c:6]([S:7]([OH:8])(=[O:9])=[O:10])[cH:11][cH:12]1>>[CH2:13]([c:14]1[cH:15][cH:16][cH:17][cH:18][cH:19]1)[N:20]1[CH2:21][CH:22]([C:27](=[O:28])[O:29][CH2:30][CH3:31])[C:23]2([CH2:24][CH2:25]1)[O:26][CH2:34][CH2:33][O:32]2. Reactants: ClC=1C=CC(=C(CC2CNC(CN(C2=O)C(=O)NC(C(=O)NCC(=O)OC(C)(C)C)CC)=O)C1)OC (tert-butyl {[2-({[6-(5-chloro-2-methoxybenzyl)-3,7-dioxo-1,4-diazepan-1-yl]carbonyl}amino)butanoyl]amino}acetate), Cl.C(C)(C)(C)OC(CN)=O (glycine tert-butyl ester hydrochloride), NC1=CC(=C(C(=O)OC(C)(C)C)C=C1)O (tert-butyl 4-amino-2-hydroxybenzoate). The product is ClC=1C=CC(=C(CC2CNC(CN(C2=O)C(=O)N[C@@H](C(=O)NC=2C=CC(=C(C(=O)O)C2)O)CC)=O)C1)OC (5-{[(2R)-2-({[6-(5-chloro-2-methoxybenzyl)-3,7-dioxo-1,4-diazepan-1-yl]carbonyl}amino)butanoyl]amino}-2-hydroxybenzoic Acid). Reaction SMILES: [Cl:1][C:2]1[CH:3]=[CH:4][C:5]([O:35][CH3:36])=[C:6]([CH:34]=1)[CH2:7][CH:8]1[C:14](=[O:15])[N:13]([C:16]([NH:18][CH:19]([CH2:31][CH3:32])[C:20]([NH:22]CC(OC(C)(C)C)=O)=[O:21])=[O:17])[CH2:12][C:11](=[O:33])[NH:10][CH2:9]1.Cl.C(OC(=O)CN)(C)(C)C.N[C:48]1[CH:60]=[CH:59][C:51]([C:52]([O:54]C(C)(C)C)=[O:53])=[C:50]([OH:61])[CH:49]=1>>[Cl:1][C:2]1[CH:3]=[CH:4][C:5]([O:35][CH3:36])=[C:6]([CH:34]=1)[CH2:7][CH:8]1[C:14](=[O:15])[N:13]([C:16]([NH:18][C@H:19]([CH2:31][CH3:32])[C:20]([NH:22][C:60]2[CH:48]=[CH:49][C:50]([OH:61])=[C:51]([CH:59]=2)[C:52]([OH:54])=[O:53])=[O:21])=[O:17])[CH2:12][C:11](=[O:33])[NH:10][CH2:9]1 |f:1.2|. Reported procedure: Instead of the starting material compound of Example 220, that is, the glycine tert-butyl ester hydrochloride, tert-butyl 4-amino-2-hydroxybenzoate was used for the similar procedure as in Example 220 and Example 245 to obtain the title compound. Starting materials: [BH4-], CO, Cl, COC(=O)c1cc(OC(F)(F)C(F)F)no1, [Na+]. Yields the product OCc1cc(OC(F)(F)C(F)F)no1. Reaction SMILES: [BH4-:17].[CH3:20][OH:21].[ClH:19].[F:1][C:2]([CH:3]([F:4])[F:5])([O:6][c:7]1[n:8][o:9][c:10]([C:12](=[O:13])[O:14][CH3:15])[cH:11]1)[F:16].[Na+:18]>>[F:1][C:2]([CH:3]([F:4])[F:5])([O:6][c:7]1[n:8][o:9][c:10]([CH2:12][OH:13])[cH:11]1)[F:16]. Starting materials: NC=1C=C(C(=O)C2CCN(CC2)C)C=CC1 (4-[3-aminobenzoyl]-1-methylpiperidine), BrC1=CC=C(C(=O)Cl)C=C1 (4-bromobenzoyl chloride). Yields the product BrC1=CC=C(C(=O)NC=2C=C(C(=O)C3CCN(CC3)C)C=CC2)C=C1 (4-[3-(4-bromobenzamidyl)benzoyl]-1-methylpiperidine). The yield is 112.0%. RXN SMILES: [NH2:1][C:2]1[CH:3]=[C:4]([CH:14]=[CH:15][CH:16]=1)[C:5]([CH:7]1[CH2:12][CH2:11][N:10]([CH3:13])[CH2:9][CH2:8]1)=[O:6].[Br:17][C:18]1[CH:26]=[CH:25][C:21]([C:22](Cl)=[O:23])=[CH:20][CH:19]=1>>[Br:17][C:18]1[CH:26]=[CH:25][C:21]([C:22]([NH:1][C:2]2[CH:3]=[C:4]([CH:14]=[CH:15][CH:16]=2)[C:5]([CH:7]2[CH2:8][CH2:9][N:10]([CH3:13])[CH2:11][CH2:12]2)=[O:6])=[O:23])=[CH:20][CH:19]=1. Reported procedure: Beginning with 4-[3-aminobenzoyl]-1-methylpiperidine (25 mg, 0.115 mmol) and 4-bromobenzoyl chloride (50 mg, 0.229 mmol), 51.7 mg (>100%) of the title compound were recovered.